Dataset: the Open Reaction Database (ORD), a public repository of structured organic reaction records. Task: describe an organic reaction: reactants, conditions, products, and yield Reagents/catalysts: [Pd] (palladium on carbon). Run at time 2 hour. Product: NC1=C(C(=CC=C1)N)NCCO (2-[(2,6-Diaminophenyl)amino]ethanol). Procedure: Under hydrogen gas atmosphere, a mixture of 2-[(2,6-dinitrophenyl)amino]ethanol (5.54 g, 24.4 mmol) and 10% palladium on carbon (50% wet, 1.1 g) in tetrahydrofuran (240 mL) was stirred at room temperature for 2 h. The reaction mixture was filtered and concentrated in vacuo to give the title compound as a brown oil (3.63 g, 21.7 mmol, 89%). The solvent is O1CCCC1 (tetrahydrofuran). RXN SMILES: [N+:1]([C:4]1[CH:9]=[CH:8][CH:7]=[C:6]([N+:10]([O-])=O)[C:5]=1[NH:13][CH2:14][CH2:15][OH:16])([O-])=O>[Pd].O1CCCC1>[NH2:1][C:4]1[CH:9]=[CH:8][CH:7]=[C:6]([NH2:10])[C:5]=1[NH:13][CH2:14][CH2:15][OH:16]. Starting materials: [N+](=O)([O-])C1=C(C(=CC=C1)[N+](=O)[O-])NCCO (2-[(2,6-dinitrophenyl)amino]ethanol). Isolated yield 88.9%. The reactants are COC1=C(C(=O)C#CC(=O)OC)C=CC(=C1OC)OC (methyl 3-(2,3,4-trimethoxybenzoyl)propiolate), [OH-].[K+] (potassium hydroxide), O (water). The solvent is O1CCCC1 (tetrahydrofuran). Conditions: time 1.5 hour. Yields the product COC1=C(C(=O)C#CC(=O)O)C=CC(=C1OC)OC (3-(2,3,4-trimethoxybenzoyl)-propiolic acid). As a reaction SMILES: [CH3:1][O:2][C:3]1[C:16]([O:17][CH3:18])=[C:15]([O:19][CH3:20])[CH:14]=[CH:13][C:4]=1[C:5]([C:7]#[C:8][C:9]([O:11]C)=[O:10])=[O:6].[OH-].[K+].O>O1CCCC1>[CH3:1][O:2][C:3]1[C:16]([O:17][CH3:18])=[C:15]([O:19][CH3:20])[CH:14]=[CH:13][C:4]=1[C:5]([C:7]#[C:8][C:9]([OH:11])=[O:10])=[O:6] |f:1.2|. Reported procedure: A solution of 2.7 g (9.7 mmol) of methyl 3-(2,3,4-trimethoxybenzoyl)propiolate in 30 ml of tetrahydrofuran was treated slowly at 0° with 27 ml of 3% potassium hydroxide solution and subsequently stirred at 0° for a further 1.5 hours. The reaction mixture was treated with water and extracted once with ether. The ether phase was discarded. The aqueous phase was adjusted to pH 1 with 1N hydrochloric acid and extracted twice with ether. The combined organic phases were dried over sodium sulphate and... The reactants are C(=O)(O)C1=CC=C(C=O)C=C1 (4-carboxybenzaldehyde), CC(N=C=NC(C)C)C (DIC), ONC(CCCCCCCCCCC)=N (N-hydroxydodecanimidamide). Run in C(Cl)Cl (DCM), C(Cl)Cl (DCM). Reaction conditions: time 30 minute. The product is C(CCCCCCCCCC)C1=NOC(=N1)C1=CC=C(C=O)C=C1 (4-(3-undecyl-1,2,4-oxadiazol-5-yl)benzaldehyde). Yield: 54.9%. RXN SMILES: [C:1]([C:4]1[CH:11]=[CH:10][C:7]([CH:8]=[O:9])=[CH:6][CH:5]=1)([OH:3])=O.CC(C)N=C=NC(C)C.O[NH:22][C:23](=[NH:35])[CH2:24][CH2:25][CH2:26][CH2:27][CH2:28][CH2:29][CH2:30][CH2:31][CH2:32][CH2:33][CH3:34]>C(Cl)Cl>[CH2:24]([C:23]1[N:22]=[C:1]([C:4]2[CH:11]=[CH:10][C:7]([CH:8]=[O:9])=[CH:6][CH:5]=2)[O:3][N:35]=1)[CH2:25][CH2:26][CH2:27][CH2:28][CH2:29][CH2:30][CH2:31][CH2:32][CH2:33][CH3:34]. Reported procedure: To a solution of 4-carboxybenzaldehyde (20.0 g, 133.2 mmol) in anhydrous DCM (500 mL) was added DIC (18.42 g, 146.5 mmol). The mixture was stirred at rt for 30 min then a solution of N-hydroxydodecanimidamide (31.41 g, 146.5 mmol) in anhydrous DCM (500 mL) was added in one portion. The resulting reaction mixture was stirred overnight at rt. The reaction was filtered, the collected solid washed with DCM and the solvent was concentrated in vacuo. The residue was heated at 115° C. for 5 h in a mixt... Reactants: [N+](=O)([O-])C1=C(C=O)C=CC(=C1)[N+](=O)[O-] (2,4-dinitrobenzaldehyde), C(=O)([O-])[O-].[K+].[K+] (K2CO3), resultant mixture, H2O ice, C(CS)(=O)OC (methyl thioglycolate). Conditions: time 1 hour. Yields the product COC(=O)C1=CC2=C(S1)C=C(C=C2)[N+](=O)[O-] (6-Nitro-benzo[b]thiophene-2-carboxylic acid methyl ester). RXN SMILES: [N+]([C:4]1[CH:11]=[C:10]([N+:12]([O-:14])=[O:13])[CH:9]=[CH:8][C:5]=1[CH:6]=O)([O-])=O.C([O-])([O-])=O.[K+].[K+].[C:21]([O:25][CH3:26])(=[O:24])[CH2:22][SH:23]>>[CH3:26][O:25][C:21]([C:22]1[S:23][C:4]2[CH:11]=[C:10]([N+:12]([O-:14])=[O:13])[CH:9]=[CH:8][C:5]=2[CH:6]=1)=[O:24] |f:1.2.3|. Procedure details: To a mixture of 2,4-dinitrobenzaldehyde (6.45 g, 32.9 mol) and K2CO3 (5.45 g, 39.4 mmol) in DMIF (60 mL) was slowly added methyl thioglycolate (3.0 mL, 32.9 mmol). The mixture was stirred at RT for 1 h, then at 50° C. for 2 h. The resultant mixture was poured into H2O/ice and stirred until a precipitate formed. The solid was filtered and triturated with hot MeOH. The pale brown solid was filtered. 1H NMR (DMSO-d6) δ 9.13 (s, 1H), 8.33 (s, 1H), 8.30-8.17 (m, 2H), 3.89 (s, 3H). MS (EI): cal'd (MH+... The reactants are CN1N=C(C(=C1)S(=O)(=O)Cl)C (1,3-dimethyl-1H-pyrazole-4-sulfonyl chloride), [OH-].[NH4+] (ammonium hydroxide). Run in C1CCOC1 (THF). Reaction conditions: time 64 hour. Product: CN1N=C(C(=C1)S(=O)(=O)N)C (1,3-dimethyl-1H-pyrazole-4-sulfonamide). Isolated yield 111.6%. As a reaction SMILES: [CH3:1][N:2]1[CH:6]=[C:5]([S:7](Cl)(=[O:9])=[O:8])[C:4]([CH3:11])=[N:3]1.[OH-].[NH4+:13]>C1COCC1>[CH3:1][N:2]1[CH:6]=[C:5]([S:7]([NH2:13])(=[O:9])=[O:8])[C:4]([CH3:11])=[N:3]1 |f:1.2|. Reported procedure: A solution of 1,3-dimethyl-1H-pyrazole-4-sulfonyl chloride (232 mg, 1.192 mmol) in THF (10.0 mL) was cooled to 0° C. and to it was added dropwise ammonium hydroxide (0.650 mL, 16.69 mmol). The reaction mixture was allowed to warm to RT and left to stir over the weekend (ca. 64 hours). The reaction mixture was concentrated in vacuo. The residues were taken up in water, then neutralized with 1M aqueous HCl (dropwise addition) to pH 5-6 and extracted with ethyl acetate (3×50 mL). The combined organ... Reactants: FC1=CC=C(C=C1)N1C(=CC(=C1)CO)C1=CC=C(C=C1)S(=O)(=O)C (1-(4-fluorophenyl)-4-hydroxymethyl-2-(4-methylsulfonylphenyl)pyrrole). Reagents/catalysts: [O-2].[O-2].[Mn+4] (manganese dioxide). The solvent is C(Cl)Cl (methylene chloride). Conditions: time 3 hour. Product: FC1=CC=C(C=C1)N1C(=CC(=C1)C=O)C1=CC=C(C=C1)S(=O)(=O)C (1-(4-Fluorophenyl)-4-formyl-2-(4-methylsulfonylphenyl)pyrrole). The yield is 89.1%. As a reaction SMILES: [F:1][C:2]1[CH:7]=[CH:6][C:5]([N:8]2[CH:12]=[C:11]([CH2:13][OH:14])[CH:10]=[C:9]2[C:15]2[CH:20]=[CH:19][C:18]([S:21]([CH3:24])(=[O:23])=[O:22])=[CH:17][CH:16]=2)=[CH:4][CH:3]=1>C(Cl)Cl.[O-2].[O-2].[Mn+4]>[F:1][C:2]1[CH:3]=[CH:4][C:5]([N:8]2[CH:12]=[C:11]([CH:13]=[O:14])[CH:10]=[C:9]2[C:15]2[CH:20]=[CH:19][C:18]([S:21]([CH3:24])(=[O:23])=[O:22])=[CH:17][CH:16]=2)=[CH:6][CH:7]=1 |f:2.3.4|. Procedure: 0.58 g (1.7 mmol) of 1-(4-fluorophenyl)-4-hydroxymethyl-2-(4-methylsulfonylphenyl)pyrrole (prepared as described in Example 46) was dissolved in 30 ml of methylene chloride, and 2.40 g of manganese dioxide were added to the resulting solution. The mixture was then stirred at room temperature for 3 hours. At the end of this time, the reaction mixture was filtered using a Celite (trade mark) filter aid and the filtrate was concentrated by evaporation under reduced pressure. The resulting residue w... Reactants: NC(=O)COC1=CC=C(C=C1)C1CC(C(=O)O1)=C=O (4-(4-(aminocarbonylmethoxy)-phenyl)-carbonyl-γ-butyrolactone), O.NN (hydrazine hydrate), C(C)O (ethanol). Yields the product NC(=O)COC1=CC=C(C=C1)C=1C(CC(NN1)=O)CO (6-(4-(Aminocarbonylmethoxy)-phenyl)-5-hydroxymethyl-2,3,4,5-tetrahydropyridazin-3-one). Reaction SMILES: [NH2:1][C:2]([CH2:4][O:5][C:6]1[CH:11]=[CH:10][C:9]([CH:12]2OC(=O)[C:14](=[C:18]=[O:19])[CH2:13]2)=[CH:8][CH:7]=1)=[O:3].O.[NH2:21][NH2:22].[CH2:23]([OH:25])C>>[NH2:1][C:2]([CH2:4][O:5][C:6]1[CH:7]=[CH:8][C:9]([C:12]2[CH:13]([CH2:23][OH:25])[CH2:14][C:18](=[O:19])[NH:21][N:22]=2)=[CH:10][CH:11]=1)=[O:3] |f:1.2|. Procedure: 11.3 g (0.043 mol) of 4-(4-(aminocarbonylmethoxy)-phenyl)-carbonyl-γ-butyrolactone and 2.4 g (0.048 mol) of hydrazine hydrate are reacted in 70 ml of ethanol, as described above. Starting materials: O=C1CCC(=O)N1Br, ClC(Cl)(Cl)Cl, Cc1c(C(F)(F)F)nn(C(C)C)c1OC(F)F, CC(C)(C#N)N=NC(C)(C)C#N, O. Product: CC(C)n1nc(C(F)(F)F)c(CBr)c1OC(F)F. Reaction SMILES: [Br:18][N:19]1[C:20](=[O:21])[CH2:22][CH2:23][C:24]1=[O:25].[C:39]([Cl:40])([Cl:41])([Cl:42])[Cl:43].[F:1][CH:2]([O:3][c:4]1[c:5]([CH3:16])[c:6]([C:12]([F:13])([F:14])[F:15])[n:7][n:8]1[CH:9]([CH3:10])[CH3:11])[F:17].[N:26]([C:27]([CH3:28])([CH3:29])[C:30]#[N:31])=[N:32][C:33]([CH3:34])([CH3:35])[C:36]#[N:37].[OH2:38]>>[F:1][CH:2]([O:3][c:4]1[c:5]([CH2:16][Br:18])[c:6]([C:12]([F:13])([F:14])[F:15])[n:7][n:8]1[CH:9]([CH3:10])[CH3:11])[F:17].